Dataset: the Open Reaction Database (ORD), a public repository of structured organic reaction records. Task: describe an organic reaction: reactants, conditions, products, and yield The reactants are OCC(=O)NC1=CC=CC=C1 (alpha-hydroxyacetanilide), CN(C)C1=CC=C(C(C2=CC=C(C=C2)N(C)C)O)C=C1 (4,4'-bis(N,N-dimethylamino)benzhydrol), COC (methyl ether), O1CCCC1 (tetrahydrofuran), solvent. The reagents and catalysts are CS(=O)(=O)O (methanesulfonic acid), CN(C(N(C)C)=N)C (tetramethylguanidine). The solvent is CCCCCC (n-hexane). Product: CN(C1=CC=C(C=C1)C(OCC(=O)NC1=CC=CC=C1)C1=CC=C(C=C1)N(C)C)C (2-Bis(p-dimethylaminophenyl)Methoxy Acetanilide). As a reaction SMILES: [OH:1][CH2:2][C:3]([NH:5][C:6]1[CH:11]=[CH:10][CH:9]=[CH:8][CH:7]=1)=[O:4].[CH3:12][N:13]([C:15]1[CH:31]=[CH:30][C:18]([CH:19](O)[C:20]2[CH:25]=[CH:24][C:23]([N:26]([CH3:28])[CH3:27])=[CH:22][CH:21]=2)=[CH:17][CH:16]=1)[CH3:14].COC.O1CCCC1>CS(O)(=O)=O.CN(C)C(=N)N(C)C.CCCCCC>[CH3:28][N:26]([CH3:27])[C:23]1[CH:22]=[CH:21][C:20]([CH:19]([C:18]2[CH:30]=[CH:31][C:15]([N:13]([CH3:14])[CH3:12])=[CH:16][CH:17]=2)[O:1][CH2:2][C:3]([NH:5][C:6]2[CH:11]=[CH:10][CH:9]=[CH:8][CH:7]=2)=[O:4])=[CH:25][CH:24]=1. Procedure details: A solution of alpha-hydroxyacetanilide (3.62 g, 0.024 mole), 4,4'-bis(N,N-dimethylamino)benzhydrol, methyl ether (6.81 g, 0.024 mole) 50 ml of tetrahydrofuran, 153 ml of n-hexane, and one drop of methanesulfonic acid was refluxed for 11 hours, during which time an additional 300 ml of solvent was added. The blue-green solution was decolorized with 4 drops of tetramethylguanidine and the reaction mixture was filtered hot and the filtrate chilled. Yellow-green crystals formed, which were recrystal... Starting materials: O=C(CCCCl)c1cc2c(s1)CCCNC2=O, Cl, Fc1ccc2c(C3CCNCC3)noc2c1. The product is O=C(CCCN1CCC(c2noc3cc(F)ccc23)CC1)c1cc2c(s1)CCCNC2=O. RXN SMILES: [Cl:1][CH2:2][CH2:3][CH2:4][C:5](=[O:6])[c:7]1[cH:8][c:9]2[c:15]([s:16]1)[CH2:14][CH2:13][CH2:12][NH:11][C:10]2=[O:17].[ClH:18].[F:19][c:20]1[cH:21][c:22]2[c:23]([c:24]([CH:27]3[CH2:28][CH2:29][NH:30][CH2:31][CH2:32]3)[n:25][o:26]2)[cH:33][cH:34]1>>[CH2:2]([CH2:3][CH2:4][C:5](=[O:6])[c:7]1[cH:8][c:9]2[c:15]([s:16]1)[CH2:14][CH2:13][CH2:12][NH:11][C:10]2=[O:17])[N:30]1[CH2:29][CH2:28][CH:27]([c:24]2[c:23]3[c:22]([cH:21][c:20]([F:19])[cH:34][cH:33]3)[o:26][n:25]2)[CH2:32][CH2:31]1. Reactants: CC(=O)CC(C)C, Cc1ccc(-c2nc(-c3ccc(C)cc3C)nc(-c3ccc(O)cc3O)n2)c(C)c1, OCCCCCCCl, Cl, [I-], [K+], [Na+], [OH-], O. Yields the product Cc1ccc(-c2nc(-c3ccc(C)cc3C)nc(-c3ccc(OCCCCCCO)cc3O)n2)c(C)c1. RXN SMILES: [CH2:44]([C:45]([CH3:46])=[O:47])[CH:48]([CH3:49])[CH3:50].[CH3:1][c:2]1[c:3](-[c:9]2[n:10][c:11](-[c:23]3[c:24]([OH:30])[cH:25][c:26]([OH:29])[cH:27][cH:28]3)[n:12][c:13](-[c:15]3[c:16]([CH3:22])[cH:17][c:18]([CH3:21])[cH:19][cH:20]3)[n:14]2)[cH:4][cH:5][c:6]([CH3:8])[cH:7]1.[Cl:31][CH2:32][CH2:33][CH2:34][CH2:35][CH2:36][CH2:37][OH:38].[ClH:43].[I-:40].[K+:39].[Na+:42].[OH-:41].[OH2:51]>>[CH3:1][c:2]1[c:3](-[c:9]2[n:10][c:11](-[c:23]3[c:24]([OH:30])[cH:25][c:26]([O:29][CH2:32][CH2:33][CH2:34][CH2:35][CH2:36][CH2:37][OH:38])[cH:27][cH:28]3)[n:12][c:13](-[c:15]3[c:16]([CH3:22])[cH:17][c:18]([CH3:21])[cH:19][cH:20]3)[n:14]2)[cH:4][cH:5][c:6]([CH3:8])[cH:7]1. The reactants are C1CCOC1, O=C1CCC(=O)N1Cl, CCn1nccc1-c1cc(C(=O)OC)sc1Cl. Yields the product CCn1ncc(Cl)c1-c1cc(C(=O)OC)sc1Cl. As a reaction SMILES: [CH2:26]1[O:27][CH2:28][CH2:29][CH2:30]1.[Cl:18][N:19]1[C:20](=[O:21])[CH2:22][CH2:23][C:24]1=[O:25].[Cl:1][c:2]1[c:3](-[c:11]2[cH:12][cH:13][n:14][n:15]2[CH2:16][CH3:17])[cH:4][c:5]([C:7](=[O:8])[O:9][CH3:10])[s:6]1>>[Cl:1][c:2]1[c:3](-[c:11]2[c:12]([Cl:18])[cH:13][n:14][n:15]2[CH2:16][CH3:17])[cH:4][c:5]([C:7](=[O:8])[O:9][CH3:10])[s:6]1. Reactants: [Br-], [Br-], ClCCl, O=c1cc(-c2ccccc2)c2ccc(O)cc2o1, c1ccc(P(c2ccccc2)c2ccccc2)cc1. The product is O=c1cc(-c2ccccc2)c2ccc(Br)cc2o1. As a reaction SMILES: [Br-:19].[Br-:20].[Cl:40][CH2:41][Cl:42].[OH:1][c:2]1[cH:3][cH:4][c:5]2[c:6](-[c:13]3[cH:14][cH:15][cH:16][cH:17][cH:18]3)[cH:7][c:8](=[O:12])[o:9][c:10]2[cH:11]1.[c:21]1([P:22]([c:23]2[cH:24][cH:25][cH:26][cH:27][cH:28]2)[c:29]2[cH:30][cH:31][cH:32][cH:33][cH:34]2)[cH:35][cH:36][cH:37][cH:38][cH:39]1>>[c:2]1([Br:19])[cH:3][cH:4][c:5]2[c:6](-[c:13]3[cH:14][cH:15][cH:16][cH:17][cH:18]3)[cH:7][c:8](=[O:12])[o:9][c:10]2[cH:11]1. The reactants are CC[Zn]CC, ClCCl, CCCCCC, Cn1cc2c(C=CCO)cccc2n1, [Cl-], ICI, [NH4+], O. Yields the product Cn1cc2c(C3CC3CO)cccc2n1. Reaction SMILES: [CH2:21]([Zn:22][CH2:23][CH3:24])[CH3:25].[CH2:29]([Cl:30])[Cl:31].[CH3:15][CH2:16][CH2:17][CH2:18][CH2:19][CH3:20].[CH3:1][n:2]1[n:3][c:4]2[cH:5][cH:6][cH:7][c:8]([CH:11]=[CH:12][CH2:13][OH:14])[c:9]2[cH:10]1.[Cl-:32].[I:26][CH2:27][I:28].[NH4+:33].[OH2:34]>>[CH3:1][n:2]1[n:3][c:4]2[cH:5][cH:6][cH:7][c:8]([CH:11]3[CH:12]([CH2:13][OH:14])[CH2:15]3)[c:9]2[cH:10]1. Starting materials: BrC=1SC(=CN1)Br (2,5-Dibromothiazole), CCN(C(C)C)C(C)C (DIEA), C(C)(C)N1CCNCC1 (1-isopropylpiperazine). Solvent: O1CCOCC1 (dioxane). Run at temperature 50 celsius. The product is BrC1=CN=C(S1)N1CCN(CC1)C(C)C (5-bromo-2-(4-isopropylpiperazin-1-yl)thiazole). RXN SMILES: [CH:1]([N:4]1[CH2:9][CH2:8][NH:7][CH2:6][CH2:5]1)([CH3:3])[CH3:2].Br[C:11]1[S:12][C:13]([Br:16])=[CH:14][N:15]=1.CCN(C(C)C)C(C)C>O1CCOCC1>[Br:16][C:13]1[S:12][C:11]([N:7]2[CH2:8][CH2:9][N:4]([CH:1]([CH3:3])[CH3:2])[CH2:5][CH2:6]2)=[N:15][CH:14]=1. Reported procedure: In a 50 mL round bottom flask, 1-isopropylpiperazine (224 mg, 1.74 mmol) was dissolved in 4 mL dioxane. 2,5-Dibromothiazole (650 mg, 1.5 eq.) and DIEA (670 mg, 3 eq.) were added and the reaction was heated to 50° C. overnight. Reaction mixture was cooled and extracted using ethyl acetate /brine. The organic layer was concentrated and purified via combiflash to give desired compound. LCMS-ESI+: calc'd for C10H17BrN3S: 290.0 (M+H+); Found: 290.2 (M+H+). Reactants: BrCCOCC1=CC=CC=C1 (benzyl 2-bromoethyl ether), [H-].[Na+] (Sodium hydride), ice, OC1CN(C1)C(=O)OC(C)(C)C (tert-butyl 3-hydroxyazetidine-1-carboxylate). Solvent: CN(C)C=O (DMF), O (water). Reaction conditions: temperature 0 celsius, time 20 minute. Yields the product C(C1=CC=CC=C1)OCCOC1CN(C1)C(=O)OC(C)(C)C (tert-butyl 3-(2-benzyloxyethoxy)azetidine-1-carboxylate). Reaction SMILES: [H-].[Na+].[OH:3][CH:4]1[CH2:7][N:6]([C:8]([O:10][C:11]([CH3:14])([CH3:13])[CH3:12])=[O:9])[CH2:5]1.Br[CH2:16][CH2:17][O:18][CH2:19][C:20]1[CH:25]=[CH:24][CH:23]=[CH:22][CH:21]=1>CN(C=O)C.O>[CH2:19]([O:18][CH2:17][CH2:16][O:3][CH:4]1[CH2:5][N:6]([C:8]([O:10][C:11]([CH3:14])([CH3:13])[CH3:12])=[O:9])[CH2:7]1)[C:20]1[CH:25]=[CH:24][CH:23]=[CH:22][CH:21]=1 |f:0.1|. Procedure details: Sodium hydride (2.03 g, 60% in oil) was added portionwise to a ice-cooled solution of tert-butyl 3-hydroxyazetidine-1-carboxylate (8 g) in DMF (20 ml). The mixture was stirred at 0° C. for 20 minutes and benzyl 2-bromoethyl ether (8.03 ml) was added. The mixture was heated at 80° C. for 18 hours. After cooling, the mixture was diluted in water and extracted with ethyl acetate. The organic layer was washed with brine and dried over magnesium sulfate. Evaporation of the solvent and chromatography ... Starting materials: CC(CC(N)Cc1ccc(-c2ccccc2)cc1)C(=O)OCc1ccccc1, O=C(OC(Cl)(Cl)Cl)OC(Cl)(Cl)Cl, Cl, [Na+], O=C([O-])O. Yields the product CC(CC(Cc1ccc(-c2ccccc2)cc1)N=C=O)C(=O)OCc1ccccc1. As a reaction SMILES: [CH2:19]([c:20]1[cH:21][cH:22][cH:23][cH:24][cH:25]1)[O:26][C:27]([CH:28]([CH2:29][CH:30]([CH2:31][c:32]1[cH:33][cH:34][c:35](-[c:38]2[cH:39][cH:40][cH:41][cH:42][cH:43]2)[cH:36][cH:37]1)[NH2:44])[CH3:45])=[O:46].[Cl:6][C:7]([Cl:8])([O:9][C:10](=[O:11])[O:12][C:13]([Cl:14])([Cl:15])[Cl:16])[Cl:17].[ClH:18].[Na+:5].[O-:1][C:2]([OH:3])=[O:4]>>[O:1]=[C:2]=[N:44][CH:30]([CH2:29][CH:28]([C:27]([O:26][CH2:19][c:20]1[cH:21][cH:22][cH:23][cH:24][cH:25]1)=[O:46])[CH3:45])[CH2:31][c:32]1[cH:33][cH:34][c:35](-[c:38]2[cH:39][cH:40][cH:41][cH:42][cH:43]2)[cH:36][cH:37]1.